This data is from the Open Reaction Database (ORD), a public repository of structured organic reaction records. The task is: describe an organic reaction: reactants, conditions, products, and yield Reactants: C(C1=CC=CC=C1)NC=1C(=C(C2=C(C(=CO2)C2=CC=C(C=C2)C2CCCCC2)C1C)C)C (N-benzyl-3-(4-cyclohexylphenyl)-4,6,7-trimethyl-1-benzofuran-5-amine). Solvent: CCCCCC (hexane). The product is C1(CCCCC1)C1=CC=C(C=C1)C1=COC2=C1C(=C(C(=C2C)C)N)C (3-(4-Cyclohexylphenyl)-4,6,7-trimethyl-1-benzofuran-5-amine). The yield is 79.0%. As a reaction SMILES: C([NH:8][C:9]1[C:10]([CH3:32])=[C:11]([CH3:31])[C:12]2[O:16][CH:15]=[C:14]([C:17]3[CH:22]=[CH:21][C:20]([CH:23]4[CH2:28][CH2:27][CH2:26][CH2:25][CH2:24]4)=[CH:19][CH:18]=3)[C:13]=2[C:29]=1[CH3:30])C1C=CC=CC=1>CCCCCC>[CH:23]1([C:20]2[CH:19]=[CH:18][C:17]([C:14]3[C:13]4[C:29]([CH3:30])=[C:9]([NH2:8])[C:10]([CH3:32])=[C:11]([CH3:31])[C:12]=4[O:16][CH:15]=3)=[CH:22][CH:21]=2)[CH2:24][CH2:25][CH2:26][CH2:27][CH2:28]1. Procedure: Using N-benzyl-3-(4-cyclohexylphenyl)-4,6,7-trimethyl-1-benzofuran-5-amine obtained in Reference Example 283, the title compound was synthesized in the same manner as in Reference Example 30. Yield 79%. Melting point: 139-140° C. (hexane).